Dataset: the Open Reaction Database (ORD), a public repository of structured organic reaction records. Task: describe an organic reaction: reactants, conditions, products, and yield Starting materials: O (Water), Cl.BrC1=NC(=NN1CCl)C(C)(C)C (5-bromo-3-t-butyl-l-(chloromethyl)-1H-1,2,4-triazole hydrochloride), FC(CCC(C#N)C#N)(F)F ((3,3,3-trifluoropropyl)malononitrile), C([O-])([O-])=O.[K+].[K+] (potassium carbonate). The solvent is CN(C=O)C (N,N-dimethylformamide). The product is BrC1=NC(=NN1CC(C#N)(C#N)CCC(F)(F)F)C(C)(C)C ([(5-bromo-3-t-butyl-1H-1,2,4-triazole 1-yl)methyl](3,3, 3-trifluoropropyl)malononitrile). The yield is 28.6%. RXN SMILES: Cl.[Br:2][C:3]1[N:7]([CH2:8]Cl)[N:6]=[C:5]([C:10]([CH3:13])([CH3:12])[CH3:11])[N:4]=1.[F:14][C:15]([F:24])([F:23])[CH2:16][CH2:17][CH:18]([C:21]#[N:22])[C:19]#[N:20].C(=O)([O-])[O-].[K+].[K+].O>CN(C)C=O>[Br:2][C:3]1[N:7]([CH2:8][C:18]([CH2:17][CH2:16][C:15]([F:14])([F:23])[F:24])([C:19]#[N:20])[C:21]#[N:22])[N:6]=[C:5]([C:10]([CH3:13])([CH3:12])[CH3:11])[N:4]=1 |f:0.1,3.4.5|. Reported procedure: 2.03 g of 5-bromo-3-t-butyl-l-(chloromethyl)-1H-1,2,4-triazole hydrochloride and 1.30 g of (3,3,3-trifluoropropyl)malononitrile were dissolved in 24 ml of N,N-dimethylformamide. 2.21 g of potassium carbonate was added to the solution under ice cooling with stirring, followed by stirring at room temperature for overnight. Water was added to the reaction mixture, and then extracted with MTBE. The organic layer was washed with water, dried over anhydrous magnesium sulfate, filtered, and concentrate... Reactants: ClC1=C(OC=2C=CC(=C(C(=O)NCCCCCCCCC)C2)O)C(=CC(=C1)[N+](=O)[O-])Cl (5-(2,6-dichloro-4-nitro-phenoxy)-2-hydroxy-N-nonyl-benzamide). Reagents/catalysts: [Pd] (Pd/C). Solvent: CCO (EtOH), CCOC(=O)C (EtOAc). Reaction conditions: time 1.5 hour. Yields the product NC1=CC(=C(OC=2C=CC(=C(C(=O)NCCCCCCCCC)C2)O)C(=C1)Cl)Cl (5-(4-Amino-2,6-dichloro-phenoxy)-2-hydroxy-N-nonyl-benzamide). Yield: 72.7%. RXN SMILES: [Cl:1][C:2]1[CH:27]=[C:26]([N+:28]([O-])=O)[CH:25]=[C:24]([Cl:31])[C:3]=1[O:4][C:5]1[CH:6]=[CH:7][C:8]([OH:23])=[C:9]([CH:22]=1)[C:10]([NH:12][CH2:13][CH2:14][CH2:15][CH2:16][CH2:17][CH2:18][CH2:19][CH2:20][CH3:21])=[O:11]>CCO.CCOC(C)=O.[Pd]>[NH2:28][C:26]1[CH:25]=[C:24]([Cl:31])[C:3]([O:4][C:5]2[CH:6]=[CH:7][C:8]([OH:23])=[C:9]([CH:22]=2)[C:10]([NH:12][CH2:13][CH2:14][CH2:15][CH2:16][CH2:17][CH2:18][CH2:19][CH2:20][CH3:21])=[O:11])=[C:2]([Cl:1])[CH:27]=1. Reported procedure: To a solution of 5-(2,6-dichloro-4-nitro-phenoxy)-2-hydroxy-N-nonyl-benzamide (168 mg, 0.36 mmol) in a mixture of EtOH (3 ml) and EtOAc (3 ml) was added catalyst (10% Pd/C, 100 mg). The resulting mixture was hydrogenated at 55 psi for 1.5 h at RT. The mixture was filtered through Celiteo and concentrated to give the title compound of Step E (115 mg) as a tan solid. The title product of Step E was used without further purification in the next step. MS (APCl+) Calc.: 438.1, Found: 439.3 (M+1).